From a dataset of the Open Reaction Database (ORD), a public repository of structured organic reaction records. describe an organic reaction: reactants, conditions, products, and yield Reactants: BrCc1ccccc1, CN(C)C=O, [H-], [Na+], O=C(O)c1cncc(C(=O)O)c1. Product: O=C(O)c1cncc(C(=O)OCc2ccccc2)c1. Reaction SMILES: [Br:15][CH2:16][c:17]1[cH:18][cH:19][cH:20][cH:21][cH:22]1.[CH3:23][N:24]([CH3:25])[CH:26]=[O:27].[H-:1].[Na+:2].[n:3]1[cH:4][c:5]([C:12](=[O:13])[OH:14])[cH:6][c:7]([C:9](=[O:10])[OH:11])[cH:8]1>>[n:3]1[cH:4][c:5]([C:12](=[O:13])[OH:14])[cH:6][c:7]([C:9]([O:10][CH2:16][c:17]2[cH:18][cH:19][cH:20][cH:21][cH:22]2)=[O:11])[cH:8]1. The reactants are C(C1=CC=CC=C1)OC(=O)N(C)CC1=C(C=CC(=C1)[N+](=O)[O-])[C@H](C(=O)OCC)CC(F)F ((R)-Ethyl 2-(2-((((benzyloxy)carbonyl)(methyl)amino)methyl)-4-nitrophenyl)-4,4-difluorobutanoate), Cl (HCl). Reagents/catalysts: [Pd] (Pd/C). The solvent is CO (MeOH). Run at time 12 hour. The product is NC1=CC(=C(C=C1)[C@H](C(=O)OCC)CC(F)F)CNC ((R)-Ethyl 2-(4-amino-2-((methylamino)methyl)phenyl)-4,4-difluorobutanoate). The yield is 101.6%. Reaction SMILES: C(O[C:9]([N:11]([CH2:13][C:14]1[CH:19]=[C:18]([N+:20]([O-])=O)[CH:17]=[CH:16][C:15]=1[C@@H:23]([CH2:29][CH:30]([F:32])[F:31])[C:24]([O:26][CH2:27][CH3:28])=[O:25])C)=O)C1C=CC=CC=1.Cl>CO.[Pd]>[NH2:20][C:18]1[CH:17]=[CH:16][C:15]([C@@H:23]([CH2:29][CH:30]([F:31])[F:32])[C:24]([O:26][CH2:27][CH3:28])=[O:25])=[C:14]([CH2:13][NH:11][CH3:9])[CH:19]=1. Reported procedure: 10D (115 mg, 0.255 mmol) was dissolved in MeOH (5 mL) containing HCl (93 mg, 2.55 mmol). 10% Pd/C was added. The reaction mixture was stirred under a hydrogen balloon for 12 h. Pd/C was removed by filtration and the filtrate was concentrated under reduced pressure to give 10E (93 mg, 0.259 mmol, 101% yield). The reactants are [BH3-]C#N, CC(=O)O, Cc1cc(Nc2ncnc3ccc(C#CC4CCCNC4)cc23)ccc1Oc1ccccc1, CO, CCC=O, Cl, [Na+], O. The product is CCCN1CCCC(C#Cc2ccc3ncnc(Nc4ccc(Oc5ccccc5)c(C)c4)c3c2)C1. As a reaction SMILES: [C:38]([BH3-:39])#[N:40].[C:46]([OH:47])(=[O:48])[CH3:49].[CH3:1][c:2]1[cH:3][c:4]([NH:15][c:16]2[n:17][cH:18][n:19][c:20]3[cH:21][cH:22][c:23]([C:26]#[C:27][CH:28]4[CH2:29][NH:30][CH2:31][CH2:32][CH2:33]4)[cH:24][c:25]23)[cH:5][cH:6][c:7]1[O:8][c:9]1[cH:10][cH:11][cH:12][cH:13][cH:14]1.[CH3:43][OH:44].[CH:34]([CH2:35][CH3:36])=[O:37].[ClH:42].[Na+:41].[OH2:45]>>[CH3:1][c:2]1[cH:3][c:4]([NH:15][c:16]2[n:17][cH:18][n:19][c:20]3[cH:21][cH:22][c:23]([C:26]#[C:27][CH:28]4[CH2:29][N:30]([CH2:34][CH2:35][CH3:36])[CH2:31][CH2:32][CH2:33]4)[cH:24][c:25]23)[cH:5][cH:6][c:7]1[O:8][c:9]1[cH:10][cH:11][cH:12][cH:13][cH:14]1. Starting materials: BrC1=CN(C=2C(=CC(=C(C12)C=O)C)C)S(=O)(=O)C1=CC=C(C)C=C1 (3-bromo-5,7-dimethyl-1-tosyl-1H-indole-4-carbaldehyde), C1(=CC=CC=C1)B(O)O (phenylboronic acid), [O-]P(=O)([O-])[O-].[K+].[K+].[K+] (K3PO4), COC=1C=CC=C(C1C=2C=CC=CC2P(C3CCCCC3)C4CCCCC4)OC (S-phos). The reagents and catalysts are CC(=O)[O-].CC(=O)[O-].[Pd+2] (Pd(OAc)2). Run in COCCOC (DME), O (H2O), C(Cl)Cl (CH2Cl2), O (water). Run at temperature 80 celsius, time 15 hour. Yields the product CC1=C(C=2C(=CN(C2C(=C1)C)S(=O)(=O)C1=CC=C(C)C=C1)C1=CC=CC=C1)C=O (5,7-Dimethyl-3-phenyl-1-tosyl-1H-indole-4-carbaldehyde). RXN SMILES: Br[C:2]1[C:10]2[C:9]([CH:11]=[O:12])=[C:8]([CH3:13])[CH:7]=[C:6]([CH3:14])[C:5]=2[N:4]([S:15]([C:18]2[CH:24]=[CH:23][C:21]([CH3:22])=[CH:20][CH:19]=2)(=[O:17])=[O:16])[CH:3]=1.[C:25]1(B(O)O)[CH:30]=[CH:29][CH:28]=[CH:27][CH:26]=1.[O-]P([O-])([O-])=O.[K+].[K+].[K+].COC1C=CC=C(OC)C=1C1C=CC=CC=1P(C1CCCCC1)C1CCCCC1>COCCOC.C(Cl)Cl.O.CC([O-])=O.CC([O-])=O.[Pd+2]>[CH3:13][C:8]1[CH:7]=[C:6]([CH3:14])[C:5]2[N:4]([S:15]([C:18]3[CH:24]=[CH:23][C:21]([CH3:22])=[CH:20][CH:19]=3)(=[O:16])=[O:17])[CH:3]=[C:2]([C:25]3[CH:30]=[CH:29][CH:28]=[CH:27][CH:26]=3)[C:10]=2[C:9]=1[CH:11]=[O:12] |f:2.3.4.5,10.11.12|. Procedure: To a suspension of 3-bromo-5,7-dimethyl-1-tosyl-1H-indole-4-carbaldehyde (100 mg, 0.246 mmol), phenylboronic acid (60.0 mg, 0.492 mmol), and K3PO4 (157 mg, 0.738 mmol) in DME (1 mL)/H2O (0.5 mL), Pd(OAc)2 (5.53 mg, 0.025 mmol) and S-phos (CAS#657408-07-6) (20.21 mg, 0.049 mmol) were added the mixture was stirred at 80° C. for 15 h. The reaction mixture was cooled to room temperature and diluted with CH2Cl2 and water. The layers were partitioned. The organic layer was separated, dried over MgSO4,... Reactants: NC1(CCCCC1)C(=O)O (l-aminocyclohexane-1-carboxylic acid), ClC(=O)OCC1=CC=CC=C1 (benzyl chloroformate). The solvent is [OH-].[Na+] (NaOH), [OH-].[Na+] (NaOH). Conditions: time 2 hour. The product is C(C1=CC=CC=C1)OC(=O)NC1(CCCCC1)C(=O)O (1-(benzyloxycarbonylamino)cyclohexane-1-carboxylic acid). Yield: 89.1%. Reaction SMILES: [NH2:1][C:2]1([C:8]([OH:10])=[O:9])[CH2:7][CH2:6][CH2:5][CH2:4][CH2:3]1.Cl[C:12]([O:14][CH2:15][C:16]1[CH:21]=[CH:20][CH:19]=[CH:18][CH:17]=1)=[O:13]>[OH-].[Na+]>[CH2:15]([O:14][C:12]([NH:1][C:2]1([C:8]([OH:10])=[O:9])[CH2:7][CH2:6][CH2:5][CH2:4][CH2:3]1)=[O:13])[C:16]1[CH:21]=[CH:20][CH:19]=[CH:18][CH:17]=1 |f:2.3|. Procedure details: To a solution of l-aminocyclohexane-1-carboxylic acid (10.0 g, 70.0 mmol) in a 1M NaOH solution (100 mL) was added benzyl chloroformate (12.0 ml, 84.0 mmol). The reaction mixture was stirred for 2 h while maintaining pH 9 by addition of a 1M NaOH solution as necessary. The resulting solution was washed with Et2O (2×100 mL), then the aqueous layer was adjusted to pH 0 with a conc. HCl solution and the solution was extracted with EtOAc (3×150 mL). The combined organic layers were dried (MgSO4) and... The reactants are NC(=O)c1cn(S(=O)(=O)c2ccccc2)c2ncc(Br)cc12, C1CCOC1, COc1ccc(P2(=S)SP(=S)(c3ccc(OC)cc3)S2)cc1. Yields the product NC(=S)c1cn(S(=O)(=O)c2ccccc2)c2ncc(Br)cc12. Reaction SMILES: [Br:1][c:2]1[cH:3][c:4]2[c:5]([n:6][cH:7]1)[n:8]([S:14](=[O:15])(=[O:16])[c:17]1[cH:18][cH:19][cH:20][cH:21][cH:22]1)[cH:9][c:10]2[C:11](=[O:12])[NH2:13].[CH2:45]1[O:46][CH2:47][CH2:48][CH2:49]1.[CH3:23][O:24][c:25]1[cH:26][cH:27][c:28]([P:29]2(=[S:32])[S:30][P:31]([c:33]3[cH:34][cH:35][c:36]([O:37][CH3:38])[cH:39][cH:40]3)(=[S:41])[S:42]2)[cH:43][cH:44]1>>[Br:1][c:2]1[cH:3][c:4]2[c:5]([n:6][cH:7]1)[n:8]([S:14](=[O:15])(=[O:16])[c:17]1[cH:18][cH:19][cH:20][cH:21][cH:22]1)[cH:9][c:10]2[C:11]([NH2:13])=[S:32]. Reactants: Cl, CNCCC(c1ccccc1)c1cccc2cc[nH]c12, CNC(=O)CC(c1ccc(OC)cc1)c1ccc2cc[nH]c2c1. Yields the product CNCCC(c1ccc(OC)cc1)c1ccc2cc[nH]c2c1. Reaction SMILES: [ClH:1].[nH:25]1[c:26]2[c:27]([cH:28][cH:29][cH:30][c:31]2[CH:32]([c:33]2[cH:34][cH:35][cH:36][cH:37][cH:38]2)[CH2:39][CH2:40][NH:41][CH3:42])[cH:43][cH:44]1.[nH:2]1[cH:3][cH:4][c:5]2[cH:6][cH:7][c:8]([CH:11]([CH2:12][C:13](=[O:14])[NH:15][CH3:16])[c:17]3[cH:18][cH:19][c:20]([O:23][CH3:24])[cH:21][cH:22]3)[cH:9][c:10]12>>[nH:2]1[cH:3][cH:4][c:5]2[cH:6][cH:7][c:8]([CH:11]([CH2:12][CH2:13][NH:15][CH3:16])[c:17]3[cH:18][cH:19][c:20]([O:23][CH3:24])[cH:21][cH:22]3)[cH:9][c:10]12. Starting materials: CC(=O)O, CC(=O)Nc1ccc2c(c1)COCO2, O=[N+]([O-])O. The product is CC(=O)Nc1cc2c(cc1[N+](=O)[O-])OCOC2. As a reaction SMILES: [CH3:19][C:20](=[O:21])[OH:22].[NH:1]([C:2](=[O:3])[CH3:4])[c:5]1[cH:6][c:7]2[c:8]([cH:13][cH:14]1)[O:9][CH2:10][O:11][CH2:12]2.[OH:15][N+:16]([O-:17])=[O:18]>>[NH:1]([C:2](=[O:3])[CH3:4])[c:5]1[cH:6][c:7]2[c:8]([cH:13][c:14]1[N+:16](=[O:15])[O-:17])[O:9][CH2:10][O:11][CH2:12]2. Reactants: CCN=C=O, CC1(c2ccccc2)CCN2CCC(C)(c3ccccc3)c3cc(N)cc1c32. Product: CCNC(=O)Nc1cc2c3c(c1)C(C)(c1ccccc1)CCN3CCC2(C)c1ccccc1. As a reaction SMILES: [CH2:29]([CH3:30])[N:31]=[C:32]=[O:33].[CH3:1][C:2]1([c:23]2[cH:24][cH:25][cH:26][cH:27][cH:28]2)[CH2:3][CH2:4][N:5]2[c:6]3[c:7]([cH:8][c:9]([NH2:12])[cH:10][c:11]31)[C:13]([c:16]1[cH:17][cH:18][cH:19][cH:20][cH:21]1)([CH3:22])[CH2:14][CH2:15]2>>[CH3:1][C:2]1([c:23]2[cH:24][cH:25][cH:26][cH:27][cH:28]2)[CH2:3][CH2:4][N:5]2[c:6]3[c:7]([cH:8][c:9]([NH:12][C:32]([NH:31][CH2:29][CH3:30])=[O:33])[cH:10][c:11]31)[C:13]([c:16]1[cH:17][cH:18][cH:19][cH:20][cH:21]1)([CH3:22])[CH2:14][CH2:15]2. Reactants: CN(C)c1ccncc1, C(=NC1CCCCC1)=NC1CCCCC1, ClCCl, Cc1ccc(S(=O)(=O)N2CCSCC2C(=O)O)cc1, OC(CCc1ccccc1)c1ccccc1. Product: Cc1ccc(S(=O)(=O)N2CCSCC2C(=O)OC(CCc2ccccc2)c2ccccc2)cc1. Reaction SMILES: [CH3:51][N:52]([c:53]1[cH:54][cH:55][n:56][cH:57][cH:58]1)[CH3:59].[CH:36]1([N:37]=[C:38]=[N:39][CH:40]2[CH2:41][CH2:42][CH2:43][CH2:44][CH2:45]2)[CH2:46][CH2:47][CH2:48][CH2:49][CH2:50]1.[Cl:60][CH2:61][Cl:62].[c:1]1([CH3:19])[cH:2][cH:3][c:4]([S:7](=[O:8])(=[O:9])[N:10]2[CH:11]([C:16](=[O:17])[OH:18])[CH2:12][S:13][CH2:14][CH2:15]2)[cH:5][cH:6]1.[c:20]1([CH:26]([CH2:27][CH2:28][c:29]2[cH:30][cH:31][cH:32][cH:33][cH:34]2)[OH:35])[cH:21][cH:22][cH:23][cH:24][cH:25]1>>[c:1]1([CH3:19])[cH:2][cH:3][c:4]([S:7](=[O:8])(=[O:9])[N:10]2[CH:11]([C:16]([O:17][CH:26]([c:20]3[cH:21][cH:22][cH:23][cH:24][cH:25]3)[CH2:27][CH2:28][c:29]3[cH:30][cH:31][cH:32][cH:33][cH:34]3)=[O:18])[CH2:12][S:13][CH2:14][CH2:15]2)[cH:5][cH:6]1.